This data is from the Open Reaction Database (ORD), a public repository of structured organic reaction records. The task is: describe an organic reaction: reactants, conditions, products, and yield Starting materials: C(C1=CC=CC=C1)OC1=CC2=C(NC(=NS2(=O)=O)C=2C(N(C3=CC=CC=C3C2O)NC2CCC2)=O)C=C1 (3-[7-(benzyloxy)-1,1-dioxido-4H-1,2,4-benzothiadiazin-3-yl]-1-(cyclobutylamino)-4-hydroxyquinolin-2(1H)-one). The reagents and catalysts are [Pt]=O (platinum oxide). Run in O1CCCC1 (tetrahydrofuran). The product is C1(CCC1)NN1C(C(=C(C2=CC=CC=C12)O)C1=NS(C2=C(N1)C=CC(=C2)O)(=O)=O)=O (1-(cyclobutylamino)-4-hydroxy-3-(7-hydroxy-1,1-dioxido-4H-1,2,4-benzothiadiazin-3-yl)quinolin-2(1H)-one). The yield is 102.3%. Reaction SMILES: C([O:8][C:9]1[CH:37]=[CH:36][C:12]2[NH:13][C:14]([C:19]3[C:20](=[O:35])[N:21]([NH:30][CH:31]4[CH2:34][CH2:33][CH2:32]4)[C:22]4[C:27]([C:28]=3[OH:29])=[CH:26][CH:25]=[CH:24][CH:23]=4)=[N:15][S:16](=[O:18])(=[O:17])[C:11]=2[CH:10]=1)C1C=CC=CC=1>O1CCCC1.[Pt]=O>[CH:31]1([NH:30][N:21]2[C:22]3[C:27](=[CH:26][CH:25]=[CH:24][CH:23]=3)[C:28]([OH:29])=[C:19]([C:14]3[NH:13][C:12]4[CH:36]=[CH:37][C:9]([OH:8])=[CH:10][C:11]=4[S:16](=[O:17])(=[O:18])[N:15]=3)[C:20]2=[O:35])[CH2:32][CH2:33][CH2:34]1. Reported procedure: The product of Example 304H (0.059 g, 0.11 mmol) in tetrahydrofuran (4 mL) was reacted with platinum oxide (50 mg) under hydrogen atmosphere at 25° C. for 20 hours. The catalyst was filtered off and the filtrate evaporated to give the title compound (0.048 g, 100%). MS (ESI−) m/z 425 (M−H)−.